This data is from the Open Reaction Database (ORD), a public repository of structured organic reaction records. The task is: describe an organic reaction: reactants, conditions, products, and yield Starting materials: N#Cc1cc(Br)ccc1I, O=C([O-])[O-], CCO, Cc1ccccc1, OB(O)c1ccnc(F)c1, [Na+], [Na+], O, c1ccc(P(c2ccccc2)(c2ccccc2)[Pd](P(c2ccccc2)(c2ccccc2)c2ccccc2)(P(c2ccccc2)(c2ccccc2)c2ccccc2)P(c2ccccc2)(c2ccccc2)c2ccccc2)cc1. Product: N#Cc1cc(Br)ccc1-c1ccnc(F)c1. Reaction SMILES: [Br:1][c:2]1[cH:3][cH:4][c:5]([I:10])[c:6]([C:7]#[N:8])[cH:9]1.[C:21](=[O:22])([O-:23])[O-:24].[CH3:111][CH2:112][OH:113].[CH3:27][c:28]1[cH:29][cH:30][cH:31][cH:32][cH:33]1.[F:11][c:12]1[n:13][cH:14][cH:15][c:16]([B:18]([OH:19])[OH:20])[cH:17]1.[Na+:25].[Na+:26].[OH2:114].[cH:34]1[cH:35][cH:36][c:37]([P:38]([Pd:39]([P:40]([c:41]2[cH:42][cH:43][cH:44][cH:45][cH:46]2)([c:47]2[cH:48][cH:49][cH:50][cH:51][cH:52]2)[c:53]2[cH:54][cH:55][cH:56][cH:57][cH:58]2)([P:59]([c:60]2[cH:61][cH:62][cH:63][cH:64][cH:65]2)([c:66]2[cH:67][cH:68][cH:69][cH:70][cH:71]2)[c:72]2[cH:73][cH:74][cH:75][cH:76][cH:77]2)[P:78]([c:79]2[cH:80][cH:81][cH:82][cH:83][cH:84]2)([c:85]2[cH:86][cH:87][cH:88][cH:89][cH:90]2)[c:91]2[cH:92][cH:93][cH:94][cH:95][cH:96]2)([c:97]2[cH:98][cH:99][cH:100][cH:101][cH:102]2)[c:103]2[cH:104][cH:105][cH:106][cH:107][cH:108]2)[cH:109][cH:110]1>>[Br:1][c:2]1[cH:3][cH:4][c:5](-[c:16]2[cH:15][cH:14][n:13][c:12]([F:11])[cH:17]2)[c:6]([C:7]#[N:8])[cH:9]1. Reactants: CO, O=C1CC=CC2CCCC(c3ccc(F)c(F)c3)N12, [H][H], O=[Pt]. The product is O=C1CCCC2CCCC(c3ccc(F)c(F)c3)N12. Reaction SMILES: [CH3:22][OH:23].[F:1][c:2]1[cH:3][c:4]([CH:9]2[N:10]3[C:11](=[O:19])[CH2:12][CH:13]=[CH:14][CH:15]3[CH2:16][CH2:17][CH2:18]2)[cH:5][cH:6][c:7]1[F:8].[H:20][H:21].[Pt:24]=[O:25]>>[F:1][c:2]1[cH:3][c:4]([CH:9]2[N:10]3[C:11](=[O:19])[CH2:12][CH2:13][CH2:14][CH:15]3[CH2:16][CH2:17][CH2:18]2)[cH:5][cH:6][c:7]1[F:8]. Starting materials: amide, COCCN1CCN(CC1)CC=1C=C2C(=NC1)SC(=N2)C2=C(N)C=CC=C2 (2-(6-((4-(2-methoxyethyl)piperazin-1-yl)methyl)thiazolo[5,4-b]pyridin-2-yl)aniline), C1(=CC=CC=C1)C=1N=C(SC1)C(=O)O (4-phenylthiazole-2-carboxylic acid). Run in O (water). Yields the product COCCN1CCN(CC1)CC=1C=C2C(=NC1)SC(=N2)C2=C(C=CC=C2)NC(=O)C=2SC=C(N2)C2=CC=CC=C2 (N-(2-(6-((4-(2-methoxyethyl)piperazin-1-yl)methyl)thiazolo[5,4-b]pyridin-2-yl)phenyl)-4-phenylthiazole-2-carboxamide). RXN SMILES: [CH3:1][O:2][CH2:3][CH2:4][N:5]1[CH2:10][CH2:9][N:8]([CH2:11][C:12]2[CH:13]=[C:14]3[N:20]=[C:19]([C:21]4[CH:27]=[CH:26][CH:25]=[CH:24][C:22]=4[NH2:23])[S:18][C:15]3=[N:16][CH:17]=2)[CH2:7][CH2:6]1.[C:28]1([C:34]2[N:35]=[C:36]([C:39](O)=[O:40])[S:37][CH:38]=2)[CH:33]=[CH:32][CH:31]=[CH:30][CH:29]=1>O>[CH3:1][O:2][CH2:3][CH2:4][N:5]1[CH2:10][CH2:9][N:8]([CH2:11][C:12]2[CH:13]=[C:14]3[N:20]=[C:19]([C:21]4[CH:27]=[CH:26][CH:25]=[CH:24][C:22]=4[NH:23][C:39]([C:36]4[S:37][CH:38]=[C:34]([C:28]5[CH:29]=[CH:30][CH:31]=[CH:32][CH:33]=5)[N:35]=4)=[O:40])[S:18][C:15]3=[N:16][CH:17]=2)[CH2:7][CH2:6]1. Procedure details: The title compound was prepared according to amide synthesis general method B, utilizing 2-(6-((4-(2-methoxyethyl)piperazin-1-yl)methyl)thiazolo[5,4-b]pyridin-2-yl)aniline and 4-phenylthiazole-2-carboxylic acid (1.5 eq). Addition of water to the crude reaction did not precipitate the product, therefore it was concentrated, triturated with hot MeCN, MeCN/EtOAc/MeOH mixture, and EtOAC/MeOH sequentially. The resulting pale yellow solid was lyophilized with a MeCN/water/HCl mixture and subsequently ... The reactants are C[Al](C)C, Cc1ccc(C#N)cc1, CS(=O)(=O)c1ccc(N)cc1, Cc1ccccc1, ClC(Cl)Cl. The product is Cc1ccc(C(=N)Nc2ccc(S(C)(=O)=O)cc2)cc1. As a reaction SMILES: [CH3:12][Al:13]([CH3:14])[CH3:15].[CH3:16][c:17]1[cH:18][cH:19][c:20]([C:21]#[N:22])[cH:23][cH:24]1.[CH3:1][S:2](=[O:3])(=[O:4])[c:5]1[cH:6][cH:7][c:8]([NH2:9])[cH:10][cH:11]1.[CH3:25][c:26]1[cH:27][cH:28][cH:29][cH:30][cH:31]1.[CH:32]([Cl:33])([Cl:34])[Cl:35]>>[CH3:1][S:2](=[O:3])(=[O:4])[c:5]1[cH:6][cH:7][c:8]([NH:9][C:21]([c:20]2[cH:19][cH:18][c:17]([CH3:16])[cH:24][cH:23]2)=[NH:22])[cH:10][cH:11]1. Starting materials: CCO, N#Cc1sc(-c2ccccc2)cc1N, [Na+], [OH-]. The product is NC(=O)c1sc(-c2ccccc2)cc1N. Reaction SMILES: [CH3:15][CH2:16][OH:17].[NH2:1][c:2]1[c:3]([C:13]#[N:14])[s:4][c:5](-[c:7]2[cH:8][cH:9][cH:10][cH:11][cH:12]2)[cH:6]1.[Na+:19].[OH-:18]>>[NH2:1][c:2]1[c:3]([C:13]([NH2:14])=[O:17])[s:4][c:5](-[c:7]2[cH:8][cH:9][cH:10][cH:11][cH:12]2)[cH:6]1. Starting materials: CCN(C(C)C)C(C)C, Cc1nc(C(F)(F)F)nc(Cl)c1C, OC1CNCC1N1CCC(O)(c2ccc(Cl)cc2)CC1, Cl, CN(C)C=O. Product: Cc1nc(C(F)(F)F)nc(N2CC(O)C(N3CCC(O)(c4ccc(Cl)cc4)CC3)C2)c1C. RXN SMILES: [CH:35]([N:36]([CH:37]([CH3:38])[CH3:39])[CH2:40][CH3:41])([CH3:42])[CH3:43].[Cl:22][c:23]1[n:24][c:25]([C:31]([F:32])([F:33])[F:34])[n:26][c:27]([CH3:30])[c:28]1[CH3:29].[Cl:2][c:3]1[cH:4][cH:5][c:6]([C:9]2([OH:21])[CH2:10][CH2:11][N:12]([CH:15]3[CH2:16][NH:17][CH2:18][CH:19]3[OH:20])[CH2:13][CH2:14]2)[cH:7][cH:8]1.[ClH:1].[O:44]=[CH:45][N:46]([CH3:47])[CH3:48]>>[Cl:2][c:3]1[cH:4][cH:5][c:6]([C:9]2([OH:21])[CH2:10][CH2:11][N:12]([CH:15]3[CH2:16][N:17]([c:23]4[n:24][c:25]([C:31]([F:32])([F:33])[F:34])[n:26][c:27]([CH3:30])[c:28]4[CH3:29])[CH2:18][CH:19]3[OH:20])[CH2:13][CH2:14]2)[cH:7][cH:8]1. Starting materials: C1CCNCC1, O=C([C@H]1N(C(OCC2=CC=CC=C2)=O)CCC1)C3=CNC4=C3C=C(Br)C=C4. Reagents/catalysts: CC(C)(C)[O-].[Na+], CC1=CC=CC=C1P(C2=CC=CC=C2C)C3=CC=CC=C3C.CC1=CC=CC=C1P(C2=CC=CC=C2C)C3=CC=CC=C3C.Cl[Pd]Cl. The solvent is CC1=CC=CC=C1  , CC1=CC=CC=C1  . Run at temperature 100 celsius, time 16 hour. Product: O=C([C@H]1N(C(OCC2=CC=CC=C2)=O)CCC1)C3=CNC4=C3C=C(N5CCCCC5)C=C4. The yield is 0.0%. The reactants are Cc1cc(C)c2ccc(=O)n(CCNCCc3ccccc3)c2n1, CCO, Cl, [H][H]. The product is CNCCn1c(=O)ccc2c(C)cc(C)nc21, Cl. RXN SMILES: [CH2:2]([c:3]1[cH:4][cH:5][cH:6][cH:7][cH:8]1)[CH2:9][NH:10][CH2:11][CH2:12][n:13]1[c:14](=[O:25])[cH:15][cH:16][c:17]2[c:18]([CH3:24])[cH:19][c:20]([CH3:23])[n:21][c:22]12.[CH3:28][CH2:29][OH:30].[ClH:1].[H:26][H:27]>>[CH3:9][NH:10][CH2:11][CH2:12][n:13]1[c:14](=[O:25])[cH:15][cH:16][c:17]2[c:18]([CH3:24])[cH:19][c:20]([CH3:23])[n:21][c:22]12.[ClH:1]. Reactants: CCCO, CC(Cc1ccccc1)Nc1nc(Cl)nc2c1cnn2-c1ccccc1, [Cl-], [Na+], [Na]. The product is CCCOc1nc(NC(C)Cc2ccccc2)c2cnn(-c3ccccc3)c2n1. Reaction SMILES: [CH2:28]([CH2:29][CH3:30])[OH:31].[CH3:2][CH:3]([CH2:4][c:5]1[cH:6][cH:7][cH:8][cH:9][cH:10]1)[NH:11][c:12]1[c:13]2[c:14]([n:15][c:16]([Cl:18])[n:17]1)[n:19](-[c:22]1[cH:23][cH:24][cH:25][cH:26][cH:27]1)[n:20][cH:21]2.[Cl-:32].[Na+:33].[Na:1]>>[CH3:2][CH:3]([CH2:4][c:5]1[cH:6][cH:7][cH:8][cH:9][cH:10]1)[NH:11][c:12]1[c:13]2[c:14]([n:15][c:16]([O:31][CH2:28][CH2:29][CH3:30])[n:17]1)[n:19](-[c:22]1[cH:23][cH:24][cH:25][cH:26][cH:27]1)[n:20][cH:21]2.